This data is from the Open Reaction Database (ORD), a public repository of structured organic reaction records. The task is: describe an organic reaction: reactants, conditions, products, and yield The reactants are Fc1ccc(-c2cccc(Br)c2)cc1, CC(=O)c1cn(C(c2ccccc2)(c2ccccc2)c2ccccc2)cn1, [Li]CCCC, C1CCOC1, CCCCCC, [Cl-], [NH4+]. The product is CC(O)(c1cccc(-c2ccc(F)cc2)c1)c1cn(C(c2ccccc2)(c2ccccc2)c2ccccc2)cn1. RXN SMILES: [Br:1][c:2]1[cH:3][c:4](-[c:8]2[cH:9][cH:10][c:11]([F:14])[cH:12][cH:13]2)[cH:5][cH:6][cH:7]1.[C:20]([c:21]1[cH:22][cH:23][cH:24][cH:25][cH:26]1)([c:27]1[cH:28][cH:29][cH:30][cH:31][cH:32]1)([c:33]1[cH:34][cH:35][cH:36][cH:37][cH:38]1)[n:39]1[cH:40][n:41][c:42]([C:44]([CH3:45])=[O:46])[cH:43]1.[CH2:15]([Li:16])[CH2:17][CH2:18][CH3:19].[CH2:49]1[O:50][CH2:51][CH2:52][CH2:53]1.[CH3:54][CH2:55][CH2:56][CH2:57][CH2:58][CH3:59].[Cl-:47].[NH4+:48]>>[c:2]1([C:44]([c:42]2[n:41][cH:40][n:39]([C:20]([c:21]3[cH:22][cH:23][cH:24][cH:25][cH:26]3)([c:27]3[cH:28][cH:29][cH:30][cH:31][cH:32]3)[c:33]3[cH:34][cH:35][cH:36][cH:37][cH:38]3)[cH:43]2)([CH3:45])[OH:46])[cH:3][c:4](-[c:8]2[cH:9][cH:10][c:11]([F:14])[cH:12][cH:13]2)[cH:5][cH:6][cH:7]1.